From a dataset of the Open Reaction Database (ORD), a public repository of structured organic reaction records. describe an organic reaction: reactants, conditions, products, and yield Reactants: CC(=O)[O-], CC(=O)[O-], CC(=O)CC(C)C, CC(C)=CCCC(C)=CC=O, O, O, [Zn+2]. The product is CC(C)=CCCC(C)=CC=CC(=O)CC(C)C. Reaction SMILES: [C:21]([O-:22])(=[O:23])[CH3:24].[C:26]([O-:27])(=[O:28])[CH3:29].[CH2:12]([CH:13]([CH3:14])[CH3:15])[C:16](=[O:17])[CH3:18].[CH3:1][C:2]([CH3:3])=[CH:4][CH2:5][CH2:6][C:7]([CH3:8])=[CH:9][CH:10]=[O:11].[OH2:19].[OH2:20].[Zn+2:25]>>[CH3:1][C:2]([CH3:3])=[CH:4][CH2:5][CH2:6][C:7]([CH3:8])=[CH:9][CH:10]=[CH:18][C:16]([CH2:12][CH:13]([CH3:14])[CH3:15])=[O:17]. Reaction conditions: temperature 70 celsius. The reactants are [OH-].[Na+] (sodium hydroxide), NC1=NC(C2=C(N1)NC=C2CCC2=CC=C(C(=O)N[C@@H](CCC(=O)O)C(=O)O)C=C2)=O (N-(4-[2-(2-amino-4,7-Dihydro-4-Oxo-1H-Pyrrolo[2,3-d]pyrimidin-5-yl)ethyl]benzoyl)-L-Glutamic Acid), CCO (ethanol absolute), Cl (hydrochloride). The product is [Na+].[Na+].NC1=NC(C2=C(N1)NC=C2CCC2=CC=C(C(=O)N[C@@H](CCC(=O)[O-])C(=O)[O-])C=C2)=O (N-(4-[2-(2-amino-4,7-Dihydro-4-Oxo-1H-Pyrrolo[2,3-d]pyrimidin-5-yl)ethyl]benzoyl)-L-Glutamic Acid Disodium Salt). Procedure details: N-[4-[2-(2-Amino-4,7-dihydro-4-oxo-1H-pyrrolo[2,3-d]pyrimidin-5-yl)ethyl]benzoyl]-L-glutamic acid from example 7 is dissolved in water (3.8 mL) and sodium hydroxide 1N (2.2 mL). The pH of the mixture is adjusted to 7.5-8.5, by the addition of hydrochloride acid 1N. The solution is heated at 70° C. and ethanol absolute (40 mL) is added to the mixture. The solution is allowed to cool down slowly to room temperature. The slurry is filtered and washed with a mixture of ethanol absolute and water (4:... Solvent: O (water). Reaction SMILES: [NH2:1][C:2]1[NH:7][C:6]2[NH:8][CH:9]=[C:10]([CH2:11][CH2:12][C:13]3[CH:30]=[CH:29][C:16]([C:17]([NH:19][C@H:20]([C:26]([OH:28])=[O:27])[CH2:21][CH2:22][C:23]([OH:25])=[O:24])=[O:18])=[CH:15][CH:14]=3)[C:5]=2[C:4](=[O:31])[N:3]=1.Cl.CCO.[OH-].[Na+:37]>O>[Na+:37].[Na+:37].[NH2:1][C:2]1[NH:7][C:6]2[NH:8][CH:9]=[C:10]([CH2:11][CH2:12][C:13]3[CH:14]=[CH:15][C:16]([C:17]([NH:19][C@H:20]([C:26]([O-:28])=[O:27])[CH2:21][CH2:22][C:23]([O-:25])=[O:24])=[O:18])=[CH:29][CH:30]=3)[C:5]=2[C:4](=[O:31])[N:3]=1 |f:3.4,6.7.8|. As a reaction SMILES: [Br:3][c:4]1[cH:5][cH:6][cH:7][cH:8][cH:9]1.[C:10]1(=[O:17])[CH2:11][CH2:12][CH2:13][CH2:14][CH2:15][CH2:16]1.[Cl-:18].[I:2].[Mg:1].[NH4+:19].[O:20]1[CH2:21][CH2:22][CH2:23][CH2:24]1>>[c:4]1([C:10]2([OH:17])[CH2:11][CH2:12][CH2:13][CH2:14][CH2:15][CH2:16]2)[cH:5][cH:6][cH:7][cH:8][cH:9]1. The product is OC1(c2ccccc2)CCCCCC1. The reactants are Brc1ccccc1, O=C1CCCCCC1, [Cl-], I, [Mg], [NH4+], C1CCOC1. Starting materials: FC1=CC=C(C=C1)C=1SC=2N=CN=C(C2N1)N1CCNCC1 (2-(4-fluorophenyl)-7-(piperazin-1-yl)thiazolo[5,4-d]pyrimidine), COC1=CC=C(OCC(=O)O)C=C1 (4-methoxyphenoxyacetic acid). The product is FC1=CC=C(C=C1)C=1SC=2N=CN=C(C2N1)N1CCN(CC1)C(COC1=CC=C(C=C1)OC)=O (1-(4-(2-(4-fluorophenyl)thiazolo[5,4-d]pyrimidin-7-yl)piperazin-1-yl)-2-(4-methoxyphenoxy)ethanone). The yield is 51.0%. As a reaction SMILES: [F:1][C:2]1[CH:7]=[CH:6][C:5]([C:8]2[S:9][C:10]3[N:11]=[CH:12][N:13]=[C:14]([N:17]4[CH2:22][CH2:21][NH:20][CH2:19][CH2:18]4)[C:15]=3[N:16]=2)=[CH:4][CH:3]=1.[CH3:23][O:24][C:25]1[CH:35]=[CH:34][C:28]([O:29][CH2:30][C:31](O)=[O:32])=[CH:27][CH:26]=1>>[F:1][C:2]1[CH:7]=[CH:6][C:5]([C:8]2[S:9][C:10]3[N:11]=[CH:12][N:13]=[C:14]([N:17]4[CH2:22][CH2:21][N:20]([C:31](=[O:32])[CH2:30][O:29][C:28]5[CH:34]=[CH:35][C:25]([O:24][CH3:23])=[CH:26][CH:27]=5)[CH2:19][CH2:18]4)[C:15]=3[N:16]=2)=[CH:4][CH:3]=1. Procedure details: This compound was prepared from 2-(4-fluorophenyl)-7-(piperazin-1-yl)thiazolo[5,4-d]pyrimidine using 4-methoxyphenoxyacetic acid in a yield of 51%, according to the procedure for the synthesis of example 50. Starting materials: CC(=O)N[C@@H]1[C@H]([C@@H]([C@H](O[C@H]1O[C@H]([C@@H](CO)O)[C@@H]([C@H](C=O)NC(=O)C)O)CO)O)O (di-N-acetylchitobiose), C(C)(=O)N[C@H]1C(O)O[C@@H]([C@H]([C@@H]1O)O)CO (N-acetylglucosamine), CC(=O)N[C@@H]1[C@H]([C@@H]([C@H](O[C@H]1O[C@H]([C@@H](CO)O)[C@@H]([C@H](C=O)NC(=O)C)O)CO)O)O (di-N-acetylchitobiose). Product: C(C)(=O)N[C@@H](C=O)[C@@H](O)[C@H](O[C@H]1[C@@H]([C@@H](O)[C@H](O)[C@H](O1)CO)N)[C@H](O)CO (2-acetylamino-4-O-(2-amino-2-deoxy-β-D-glucopyranosyl)-2-deoxy-D-glucose). RXN SMILES: CC([NH:4][C@H:5]1[C@H:10]([O:11][C@@H:12]([C@H:17]([OH:25])[C@@H:18]([NH:21][C:22]([CH3:24])=[O:23])[CH:19]=[O:20])[C@H:13]([OH:16])[CH2:14][OH:15])[O:9][C@H:8]([CH2:26][OH:27])[C@@H:7]([OH:28])[C@@H:6]1[OH:29])=O.C(N[C@@H]1[C@@H](O)[C@H](O)[C@@H](CO)OC1O)(=O)C>>[C:22]([NH:21][C@H:18]([C@H:17]([C@@H:12]([C@@H:13]([CH2:14][OH:15])[OH:16])[O:11][C@@H:10]1[O:9][C@H:8]([CH2:26][OH:27])[C@@H:7]([OH:28])[C@H:6]([OH:29])[C@H:5]1[NH2:4])[OH:25])[CH:19]=[O:20])(=[O:23])[CH3:24]. Procedure details: This enzyme is reacted with the starting compound, di-N-acetylchitobiose, whereby only the acetyl group of the N-acetylglucosamine residue positioned at the non-reducing terminal of said di-N-acetylchitobiose is removed to convert said residue to a glucosamine residue, thereby obtaining the intended product, 2-acetylamino-4-O-(2-amino-2-deoxy-β-D-glucopyranosyl)-2-deoxy-D-glucose.